describe an organic reaction: reactants, conditions, products, and yield From a dataset of the Open Reaction Database (ORD), a public repository of structured organic reaction records. The reactants are [Al+3], CCOCC, CC1(CCCC#N)OCCO1, [H-], [H-], [H-], [H-], [Li+], N#N, [Na+], [OH-], O. Product: CC1(CCCCN)OCCO1. Reaction SMILES: [Al+3:15].[CH3:22][CH2:23][O:24][CH2:25][CH3:26].[CH3:3][C:4]1([CH2:9][CH2:10][CH2:11][C:12]#[N:13])[O:5][CH2:6][CH2:7][O:8]1.[H-:14].[H-:17].[H-:18].[H-:19].[Li+:16].[N:1]#[N:2].[Na+:21].[OH-:20].[OH2:27]>>[CH3:3][C:4]1([CH2:9][CH2:10][CH2:11][CH2:12][NH2:13])[O:5][CH2:6][CH2:7][O:8]1.